Dataset: the Open Reaction Database (ORD), a public repository of structured organic reaction records. Task: describe an organic reaction: reactants, conditions, products, and yield The reactants are BrC=1C=CC2=C(C=3N(CCO2)C(=C(N3)C(=O)N)C(=O)NC3CCOCC3)C1 (10-bromo-N3-tetrahydropyran-4-yl-5,6-dihydroimidazo[1,2-d][1,4]benzoxazepine-2,3-dicarboxamide), C(#C)[C@]1(C(N(CCC1)C)=O)O ((3R)-3-ethynyl-3-hydroxy-1-methyl-piperidin-2-one). The product is O[C@@]1(C(N(CCC1)C)=O)C#CC=1C=CC2=C(C=3N(CCO2)C(=C(N3)C(=O)N)C(=O)NC3CCOCC3)C1 (10-[2-[(3R)-3-hydroxy-1-methyl-2-oxo-3-piperidyl]ethynyl]-N3-tetrahydropyran-4-yl-5,6-dihydroimidazo[1,2-d][1,4]benzoxazepine-2,3-dicarboxamide). Isolated yield 25.3%. As a reaction SMILES: Br[C:2]1[CH:3]=[CH:4][C:5]2[O:11][CH2:10][CH2:9][N:8]3[C:12]([C:18]([NH:20][CH:21]4[CH2:26][CH2:25][O:24][CH2:23][CH2:22]4)=[O:19])=[C:13]([C:15]([NH2:17])=[O:16])[N:14]=[C:7]3[C:6]=2[CH:27]=1.[C:28]([C@:30]1([OH:38])[CH2:35][CH2:34][CH2:33][N:32]([CH3:36])[C:31]1=[O:37])#[CH:29]>>[OH:38][C@@:30]1([C:28]#[C:29][C:2]2[CH:3]=[CH:4][C:5]3[O:11][CH2:10][CH2:9][N:8]4[C:12]([C:18]([NH:20][CH:21]5[CH2:22][CH2:23][O:24][CH2:25][CH2:26]5)=[O:19])=[C:13]([C:15]([NH2:17])=[O:16])[N:14]=[C:7]4[C:6]=3[CH:27]=2)[CH2:35][CH2:34][CH2:33][N:32]([CH3:36])[C:31]1=[O:37]. Reported procedure: 10-bromo-N3-tetrahydropyran-4-yl-5,6-dihydroimidazo[1,2-d][1,4]benzoxazepine-2,3-dicarboxamide was reacted with (3R)-3-ethynyl-3-hydroxy-1-methyl-piperidin-2-one similarly to as described in General Procedure F with non-critical modifications to afford 22 mg (25.3%) of 10-[2-[(3R)-3-hydroxy-1-methyl-2-oxo-3-piperidyl]ethynyl]-N3-tetrahydropyran-4-yl-5,6-dihydroimidazo[1,2-d][1,4]benzoxazepine-2,3-dicarboxamide. Yields the product OC(=O)CC1(C(NC2=CC=CC=C12)=O)NC(=O)NC1=CC=C(C=C1)C ((RS)-3-(Hydroxycarbonylmethyl)-3-(N'-(4-methylphenyl)ureido)indolin-2-one). Isolated yield 27.2%. Reported procedure: A solution of 300 mg of potassium hydroxide (85%) in 2 ml of water was added to a solution of 0.35 g of (RS)-3-(ethoxycarbonylmethyl)-3-(N'-(4-methylphenyl)ureido)indolin-2-one in 10 ml of ethanol at room temperature, and the mixture was stirred for 4 hours, followed by concentration. The concentrate was diluted with water, and washed with chloroform. The aqueous layer was adjusted to pH 3 by addition of 2N hydrochloric acid, and extracted with ethyl acetate. The organic layer was dried over sod... Run at time 4 hour. Starting materials: [OH-].[K+] (potassium hydroxide), C(C)OC(=O)CC1(C(NC2=CC=CC=C12)=O)NC(=O)NC1=CC=C(C=C1)C ((RS)-3-(ethoxycarbonylmethyl)-3-(N'-(4-methylphenyl)ureido)indolin-2-one). Run in O (water), C(C)O (ethanol). As a reaction SMILES: [OH-].[K+].C([O:5][C:6]([CH2:8][C:9]1([NH:19][C:20]([NH:22][C:23]2[CH:28]=[CH:27][C:26]([CH3:29])=[CH:25][CH:24]=2)=[O:21])[C:17]2[C:12](=[CH:13][CH:14]=[CH:15][CH:16]=2)[NH:11][C:10]1=[O:18])=[O:7])C>O.C(O)C>[OH:7][C:6]([CH2:8][C:9]1([NH:19][C:20]([NH:22][C:23]2[CH:28]=[CH:27][C:26]([CH3:29])=[CH:25][CH:24]=2)=[O:21])[C:17]2[C:12](=[CH:13][CH:14]=[CH:15][CH:16]=2)[NH:11][C:10]1=[O:18])=[O:5] |f:0.1|. Starting materials: CC(=O)Cl, ClCCl, Nc1ccc(-c2csc(-c3cnccc3C(F)(F)F)n2)cc1, c1ccncc1. Product: CC(=O)Nc1ccc(-c2csc(-c3cnccc3C(F)(F)F)n2)cc1. Reaction SMILES: [CH3:29][C:30]([Cl:31])=[O:32].[Cl:33][CH2:34][Cl:35].[F:1][C:2]([c:3]1[c:4](-[c:9]2[s:10][cH:11][c:12](-[c:14]3[cH:15][cH:16][c:17]([NH2:18])[cH:19][cH:20]3)[n:13]2)[cH:5][n:6][cH:7][cH:8]1)([F:21])[F:22].[cH:23]1[cH:24][cH:25][n:26][cH:27][cH:28]1>>[F:1][C:2]([c:3]1[c:4](-[c:9]2[s:10][cH:11][c:12](-[c:14]3[cH:15][cH:16][c:17]([NH:18][C:30]([CH3:29])=[O:32])[cH:19][cH:20]3)[n:13]2)[cH:5][n:6][cH:7][cH:8]1)([F:21])[F:22]. The product is CN1CCN(Cc2ccc(-n3nc(-c4ccc(Oc5ccccc5)cc4)c4c(N)ncnc43)cc2)CC1. Starting materials: CC(=O)O[BH-](OC(C)=O)OC(C)=O, O=C([O-])O, CN1CCNCC1, CC(=O)O, CC(Cl)Cl, Nc1ncnc2c1c(-c1ccc(Oc3ccccc3)cc1)nn2-c1ccc(C=O)cc1, [Na+], [Na+], O. Reaction SMILES: [C:1]([O:2][BH-:3]([O:4][C:5](=[O:6])[CH3:7])[O:8][C:9](=[O:10])[CH3:11])(=[O:12])[CH3:13].[C:57](=[O:58])([OH:59])[O-:60].[CH3:46][N:47]1[CH2:48][CH2:49][NH:50][CH2:51][CH2:52]1.[CH3:53][C:54](=[O:55])[OH:56].[Cl:62][CH:63]([Cl:64])[CH3:65].[NH2:15][c:16]1[c:17]2[c:18]([n:19][cH:20][n:21]1)[n:22](-[c:38]1[cH:39][cH:40][c:41]([CH:42]=[O:43])[cH:44][cH:45]1)[n:23][c:24]2-[c:25]1[cH:26][cH:27][c:28]([O:31][c:32]2[cH:33][cH:34][cH:35][cH:36][cH:37]2)[cH:29][cH:30]1.[Na+:14].[Na+:61].[OH2:66]>>[NH2:15][c:16]1[c:17]2[c:18]([n:19][cH:20][n:21]1)[n:22](-[c:38]1[cH:39][cH:40][c:41]([CH2:42][N:50]3[CH2:49][CH2:48][N:47]([CH3:46])[CH2:52][CH2:51]3)[cH:44][cH:45]1)[n:23][c:24]2-[c:25]1[cH:26][cH:27][c:28]([O:31][c:32]2[cH:33][cH:34][cH:35][cH:36][cH:37]2)[cH:29][cH:30]1. Starting materials: [Al+3], C1CCOC1, COC(=O)c1ccc(-c2cc(OC)ccc2F)c(C2CCCCCC2)c1, [H-], [H-], [H-], [H-], [Li+], [Na+], [OH-]. Yields the product COc1ccc(F)c(-c2ccc(CO)cc2C2CCCCCC2)c1. RXN SMILES: [Al+3:28].[CH2:35]1[O:36][CH2:37][CH2:38][CH2:39]1.[CH:1]1([c:8]2[c:9](-[c:18]3[c:19]([F:26])[cH:20][cH:21][c:22]([O:24][CH3:25])[cH:23]3)[cH:10][cH:11][c:12]([C:14](=[O:15])[O:16][CH3:17])[cH:13]2)[CH2:2][CH2:3][CH2:4][CH2:5][CH2:6][CH2:7]1.[H-:27].[H-:30].[H-:31].[H-:32].[Li+:29].[Na+:34].[OH-:33]>>[CH:1]1([c:8]2[c:9](-[c:18]3[c:19]([F:26])[cH:20][cH:21][c:22]([O:24][CH3:25])[cH:23]3)[cH:10][cH:11][c:12]([CH2:14][OH:15])[cH:13]2)[CH2:2][CH2:3][CH2:4][CH2:5][CH2:6][CH2:7]1.